From a dataset of the Open Reaction Database (ORD), a public repository of structured organic reaction records. describe an organic reaction: reactants, conditions, products, and yield The reactants are ClC=1SC2=C(N1)C=CC(=C2)OC (2-chloro-6-methoxybenzothiazole), C(C)(C)N1CCNCC1 (1-isopropylpiperazine). Conditions: temperature 120 celsius, time 2 hour. Product: Cl.C(C)(C)N1CCN(CC1)C=1SC2=C(N1)C=CC(=C2)OC (2-(4-isopropylpiperazin-1-yl)-6-methoxybenzothiazole, hydrochloride). Isolated yield 79.3%. Reaction SMILES: [Cl:1][C:2]1[S:3][C:4]2[CH:10]=[C:9]([O:11][CH3:12])[CH:8]=[CH:7][C:5]=2[N:6]=1.[CH:13]([N:16]1[CH2:21][CH2:20][NH:19][CH2:18][CH2:17]1)([CH3:15])[CH3:14]>>[ClH:1].[CH:13]([N:16]1[CH2:21][CH2:20][N:19]([C:2]2[S:3][C:4]3[CH:10]=[C:9]([O:11][CH3:12])[CH:8]=[CH:7][C:5]=3[N:6]=2)[CH2:18][CH2:17]1)([CH3:15])[CH3:14] |f:2.3|. Reported procedure: A mixture of 2-chloro-6-methoxybenzothiazole (0.20 g, 1.0 mmol) and 1-isopropylpiperazine (0.26 g, 2.0 mmol) was stirred at 120° C. for 2 h. The reaction mixture was allowed to cool and worked up by extraction with ethyl acetate. The organic extract was washed with a NaHCO3 solution and water (3×). The organic phase was extracted with 0.25 M hydrochloric acid (10 mL). The acidic aqueous extract was concentrated and re-evaporated with ethanol. The residue was crystallized from a mixture of ethano... The reactants are CO (methanol), C(C)O (ethanol), C([C@H](O)C1=CC=CC=C1)(=O)O ((R)-(-)-mandelic acid). Run in C(C)(C)O (isopropanol), C(C)(C)O (isopropanol), C(C)(C)O (isopropanol). Product: C(C(O)C1=CC=CC=C1)(=O)O (mandelic acid). Reaction SMILES: CO.C(O)C.[C:6]([OH:16])(=[O:15])[C@@H:7]([C:9]1[CH:14]=[CH:13][CH:12]=[CH:11][CH:10]=1)[OH:8]>C(O)(C)C>[C:6]([OH:16])(=[O:15])[CH:7]([C:9]1[CH:14]=[CH:13][CH:12]=[CH:11][CH:10]=1)[OH:8]. Reported procedure: The resolution of a racemic mixture of a compound of the formula I to prepare the (+) enantiomer of such compound is generally carried out using methanol, ethanol, or isopropanol, preferably isopropanol, as the organic reaction inert solvent. Preferably, the resolution is carried out by combining a racemic mixture of a compound of the formula I and (R)-(-)-mandelic acid in isopropanol, and stirring the mixture to form an optically enriched mandelic acid salt precipitate. The optically enriched p... Procedure details: Prepared by the method of Example 15a), from 2-amino-4,6-dichlorophenol (409 mg, 2.3 mmol) and 2-fluoro-5-nitrobenzoyl chloride (468 mg, 2.3 mmol) the subtitle compound was obtained. The product was used directly in the next step without purification. The reactants are NC1=C(C(=CC(=C1)Cl)Cl)O (2-amino-4,6-dichlorophenol), FC1=C(C(=O)Cl)C=C(C=C1)[N+](=O)[O-] (2-fluoro-5-nitrobenzoyl chloride). Product: OC1=C(C=C(C=C1Cl)Cl)NC(C1=C(C=CC(=C1)[N+](=O)[O-])F)=O (N-(2-Hydroxy-3,5-dichlorophenyl)-2-fluoro-5-nitrobenzamide). RXN SMILES: [NH2:1][C:2]1[CH:7]=[C:6]([Cl:8])[CH:5]=[C:4]([Cl:9])[C:3]=1[OH:10].[F:11][C:12]1[CH:20]=[CH:19][C:18]([N+:21]([O-:23])=[O:22])=[CH:17][C:13]=1[C:14](Cl)=[O:15]>>[OH:10][C:3]1[C:4]([Cl:9])=[CH:5][C:6]([Cl:8])=[CH:7][C:2]=1[NH:1][C:14](=[O:15])[C:13]1[CH:17]=[C:18]([N+:21]([O-:23])=[O:22])[CH:19]=[CH:20][C:12]=1[F:11].